From a dataset of the Open Reaction Database (ORD), a public repository of structured organic reaction records. describe an organic reaction: reactants, conditions, products, and yield Reactants: FC1=CC=C(C(=N1)C=1C=NC=CC1)OC (6-Fluoro-3-methoxy-[2,3′]bipyridine), C[S-].[Na+] (sodium thiomethoxide). The solvent is CN(C=O)C (N,N-dimethylformamide). Conditions: temperature 160 celsius, time 4 hour. The product is CSC1=CC=C(C(=N1)C=1C=NC=CC1)O (6-methylsulfanyl-[2,3′]bipyridin-3-ol). The yield is 40.5%. RXN SMILES: F[C:2]1[N:7]=[C:6]([C:8]2[CH:9]=[N:10][CH:11]=[CH:12][CH:13]=2)[C:5]([O:14]C)=[CH:4][CH:3]=1.[CH3:16][S-:17].[Na+]>CN(C)C=O>[CH3:16][S:17][C:2]1[N:7]=[C:6]([C:8]2[CH:9]=[N:10][CH:11]=[CH:12][CH:13]=2)[C:5]([OH:14])=[CH:4][CH:3]=1 |f:1.2|. Reported procedure: 6-Fluoro-3-methoxy-[2,3′]bipyridine (30 mg) and sodium thiomethoxide (103 mg) were suspended in N,N-dimethylformamide (1.5 ml), and the suspension was stirred at 160° C. for 4 hr. The reaction solution was cooled to room temperature, the reaction solution was filtered, and the solvent was removed from the filtrate by distillation under the reduced pressure. The residue was purified by thin layer chromatography using chloroform-methanol to give 6-methylsulfanyl-[2,3′]bipyridin-3-ol (13 mg, yield ...